From a dataset of the Open Reaction Database (ORD), a public repository of structured organic reaction records. describe an organic reaction: reactants, conditions, products, and yield The product is Nc1nc(Cl)cc(OC(C2CCCCC2)C(F)(F)F)n1. Reaction SMILES: [CH2:25]1[O:26][CH2:27][CH2:28][CH2:29]1.[CH3:30][CH2:31][O:32][C:33](=[O:34])[CH3:35].[CH:3]1([CH:9]([C:10]([F:11])([F:12])[F:13])[OH:14])[CH2:4][CH2:5][CH2:6][CH2:7][CH2:8]1.[H-:2].[NH2:15][c:16]1[n:17][c:18]([Cl:23])[cH:19][c:20]([Cl:22])[n:21]1.[Na+:1].[OH2:24]>>[CH:3]1([CH:9]([C:10]([F:11])([F:12])[F:13])[O:14][c:20]2[cH:19][c:18]([Cl:23])[n:17][c:16]([NH2:15])[n:21]2)[CH2:4][CH2:5][CH2:6][CH2:7][CH2:8]1. The reactants are C1CCOC1, CCOC(C)=O, OC(C1CCCCC1)C(F)(F)F, [H-], Nc1nc(Cl)cc(Cl)n1, [Na+], O. Reactants: C(CCC)OC1=C(C(=C(C=C1)C1CCC2(OCCO2)CC1)F)F (8-(4-butoxy-2,3-difluorophenyl)-1,4-dioxaspiro[4.5]decane), C(=O)O (formic acid), O (water). Solvent: C1(=CC=CC=C1)C (toluene), C1(=CC=CC=C1)C (toluene). Reaction conditions: temperature 30 celsius. The product is C(CCC)OC1=C(C(=C(C=C1)C1CCC(CC1)=O)F)F (1-(4-butoxy-2,3-difluorophenyl)-cyclohexan-4-one). The yield is 97.7%. Reaction SMILES: [CH2:1]([O:5][C:6]1[CH:11]=[CH:10][C:9]([CH:12]2[CH2:21][CH2:20][C:15]3(OCC[O:16]3)[CH2:14][CH2:13]2)=[C:8]([F:22])[C:7]=1[F:23])[CH2:2][CH2:3][CH3:4].C(O)=O.O>C1(C)C=CC=CC=1>[CH2:1]([O:5][C:6]1[CH:11]=[CH:10][C:9]([CH:12]2[CH2:21][CH2:20][C:15](=[O:16])[CH2:14][CH2:13]2)=[C:8]([F:22])[C:7]=1[F:23])[CH2:2][CH2:3][CH3:4]. Procedure details: The compound (10) (47.8 g), formic acid (87%; 67.0 ml) and toluene (200 ml) were mixed, and the mixture was heated to reflux for 2 hours. After the reaction mixture had been cooled to 30° C., water (500 ml) and toluene (1,000 ml) were added to the mixture and mixed with it. The mixture was then allowed to stand until it had separated into two phases of organic and aqueous phases, and the extraction into an organic phase was carried out. The resulting organic phase was separated, and washed succe... Starting materials: O=C([O-])[O-], Cc1ccc(S(=O)(=O)OCCNC2=C(c3ccccc3)S(=O)(=O)N(C(C)(C)C)C2=O)cc1, CS(=O)(=O)Oc1ccccc1O, CC#N, [K+], [K+]. Product: CC(C)(C)N1C(=O)C(NCCOc2ccccc2OS(C)(=O)=O)=C(c2ccccc2)S1(=O)=O. Reaction SMILES: [C:45](=[O:46])([O-:47])[O-:48].[CH3:1][c:2]1[cH:3][cH:4][c:5]([S:6]([O:7][CH2:12][CH2:13][NH:14][C:15]2=[C:19]([c:20]3[cH:21][cH:22][cH:23][cH:24][cH:25]3)[S:18](=[O:26])(=[O:27])[N:17]([C:28]([CH3:29])([CH3:30])[CH3:31])[C:16]2=[O:32])(=[O:8])=[O:9])[cH:10][cH:11]1.[CH3:33][S:34](=[O:35])(=[O:36])[O:37][c:38]1[c:39]([OH:44])[cH:40][cH:41][cH:42][cH:43]1.[CH3:51][C:52]#[N:53].[K+:49].[K+:50]>>[CH2:12]([CH2:13][NH:14][C:15]1=[C:19]([c:20]2[cH:21][cH:22][cH:23][cH:24][cH:25]2)[S:18](=[O:26])(=[O:27])[N:17]([C:28]([CH3:29])([CH3:30])[CH3:31])[C:16]1=[O:32])[O:44][c:39]1[c:38]([O:37][S:34]([CH3:33])(=[O:35])=[O:36])[cH:43][cH:42][cH:41][cH:40]1.